This data is from the Open Reaction Database (ORD), a public repository of structured organic reaction records. The task is: describe an organic reaction: reactants, conditions, products, and yield The reactants are C(C)(C)(C)[Li] (t-Butyllithium), solution, BrC=1C=C2C=CC(=NC2=CC1)OC (6-bromo-2-methoxyquinoline), IC1=CC=C(C(=O)OC)C=C1 (methyl 4-iodobenzoate). Reagents/catalysts: [Cl-].[Zn+2].[Cl-] (zinc chloride), C=1C=CC(=CC1)[P](C=2C=CC=CC2)(C=3C=CC=CC3)[Pd]([P](C=4C=CC=CC4)(C=5C=CC=CC5)C=6C=CC=CC6)([P](C=7C=CC=CC7)(C=8C=CC=CC8)C=9C=CC=CC9)[P](C=1C=CC=CC1)(C=1C=CC=CC1)C=1C=CC=CC1 (tetrakis(triphenylphosphine)palladium). Run in O1CCCC1 (THF), CCCCC (n-pentane), O1CCCC1 (tetrahydrofuran). Product: COC1=NC2=CC=C(C=C2C=C1)C1=CC=C(C=C1)C(=O)OC (2-Methoxy-6-[4-methoxycarbonylphenyl]quinoline). RXN SMILES: C([Li])(C)(C)C.Br[C:7]1[CH:8]=[C:9]2[C:14](=[CH:15][CH:16]=1)[N:13]=[C:12]([O:17][CH3:18])[CH:11]=[CH:10]2.I[C:20]1[CH:29]=[CH:28][C:23]([C:24]([O:26][CH3:27])=[O:25])=[CH:22][CH:21]=1>CCCCC.O1CCCC1.[Cl-].[Zn+2].[Cl-].C1C=CC([P]([Pd]([P](C2C=CC=CC=2)(C2C=CC=CC=2)C2C=CC=CC=2)([P](C2C=CC=CC=2)(C2C=CC=CC=2)C2C=CC=CC=2)[P](C2C=CC=CC=2)(C2C=CC=CC=2)C2C=CC=CC=2)(C2C=CC=CC=2)C2C=CC=CC=2)=CC=1>[CH3:18][O:17][C:12]1[CH:11]=[CH:10][C:9]2[C:14](=[CH:15][CH:16]=[C:7]([C:20]3[CH:29]=[CH:28][C:23]([C:24]([O:26][CH3:27])=[O:25])=[CH:22][CH:21]=3)[CH:8]=2)[N:13]=1 |f:5.6.7,^1:46,48,67,86|. Procedure: t-Butyllithium (30 cm3 of a 2.0M solution in n-pentane) was added dropwise at -70° to a stirred solution of 6-bromo-2-methoxyquinoline (7.14 g) in tetrahydrofuran (THF) (50 cm3) under nitrogen. After 10 minutes a solution of anhydrous zinc chloride (4.09 g) in THF (30 cm3) was added and the solution was allowed to warm to room temperature. A mixture of methyl 4-iodobenzoate (7.8 g) and tetrakis(triphenylphosphine)palladium (0) (0.32 g) was added and the mixture was heated under reflux for 1 hour... As a reaction SMILES: [C:1]([CH2:3][C:4]1([OH:17])[CH2:9][CH2:8][N:7]([C:10]([O:12][C:13]([CH3:16])([CH3:15])[CH3:14])=[O:11])[CH2:6][CH2:5]1)#[N:2].[H][H]>C(O)C.C(O)(=O)C.[Pt](=O)=O>[NH2:2][CH2:1][CH2:3][C:4]1([OH:17])[CH2:9][CH2:8][N:7]([C:10]([O:12][C:13]([CH3:15])([CH3:14])[CH3:16])=[O:11])[CH2:6][CH2:5]1. Reagents/catalysts: [Pt](=O)=O (platinum(IV) oxide). Reported procedure: A solution of tert-butyl 4-(cyanomethyl)-4-hydroxypiperidine-1-carboxylate (example 89, step a) (1.4 g) in a mixture of ethanol (20 mL) and acetic acid (20 mL) was hydrogenated at 4 atmospheres pressure of hydrogen in the presence of platinum(IV) oxide (0.25 g) for 4 hours. The catalyst was filtered off and the solvents removed under reduced pressure. The residue was partitioned between dilute aqueous NaOH and ethyl acetate and the organic layer dried over sodium sulphate, filtered and the solve... The solvent is C(C)O (ethanol), C(C)(=O)O (acetic acid). Product: NCCC1(CCN(CC1)C(=O)OC(C)(C)C)O (tert-Butyl 4-(2-aminoethyl)-4-hydroxypiperidine-1-carboxylate). Starting materials: [H][H] (hydrogen), C(#N)CC1(CCN(CC1)C(=O)OC(C)(C)C)O (tert-butyl 4-(cyanomethyl)-4-hydroxypiperidine-1-carboxylate). Starting materials: S1C(=NC2=C1C=CC=C2)SCC(=O)O (2-(benzo[d]thiazol-2-ylthio)acetic acid), O1C2=C(NCC1)C=CC=C2 (3,4-dihydro-2H-benzo[b][1,4]oxazine). Product: S1C(=NC2=C1C=CC=C2)SCC(=O)N2CCOC1=C2C=CC=C1 (2-(Benzothiazol-2-ylsulfanyl)-1-(2,3-dihydro-benzo[1,4]oxazin-4-yl)-ethanone). Isolated yield 78.0%. RXN SMILES: [S:1]1[C:5]2[CH:6]=[CH:7][CH:8]=[CH:9][C:4]=2[N:3]=[C:2]1[S:10][CH2:11][C:12]([OH:14])=O.[O:15]1[CH2:20][CH2:19][NH:18][C:17]2[CH:21]=[CH:22][CH:23]=[CH:24][C:16]1=2>>[S:1]1[C:5]2[CH:6]=[CH:7][CH:8]=[CH:9][C:4]=2[N:3]=[C:2]1[S:10][CH2:11][C:12]([N:18]1[C:17]2[CH:21]=[CH:22][CH:23]=[CH:24][C:16]=2[O:15][CH2:20][CH2:19]1)=[O:14]. Reported procedure: The title compound was synthesized according to General Procedure B using 2-(benzo[d]thiazol-2-ylthio)acetic acid and 3,4-dihydro-2H-benzo[b][1,4]oxazine to yield 44 as a white solid (78%): MS m/z: 343 (M+H)+. Anal. Calcd. For, C17H14N2O2S2: C, 59.63; H, 4.12; N, 8.18; S, 18.73. Found: C, 59.73; H, 4.17; N, 8.18; S, 18.76.